Dataset: the Open Reaction Database (ORD), a public repository of structured organic reaction records. Task: describe an organic reaction: reactants, conditions, products, and yield Reactants: CC1CC2=C(CN1)SC(=N2)C(=O)[O-].[Li+] (lithium 6-methyl-4,5,6,7-tetrahydrothiazolo[5,4-c]pyridine-2-carboxylate), FC(C(=O)O)(F)F.C(C)OC(CNC(=O)C1CN(CCN1)S(=O)(=O)C1=CC2=CC=C(C=C2C=C1)Cl)=O (N-[[1-[(6-chloronaphthalen-2-yl)sulfonyl]piperazin-3-yl]carbonyl]glycine ethyl ester trifluoroacetate). Product: C(C)OC(CNC(=O)C1N(CCN(C1)S(=O)(=O)C1=CC2=CC=C(C=C2C=C1)Cl)C(=O)C=1SC=2CNC(CC2N1)C)=O (N-[[4-[(6-chloronaphthalen-2-yl)sulfonyl]-1-[(6-methyl-4,5,6,7-tetrahydrothiazolo[5,4-c]pyridin-2-yl)carbonyl]piperazin-2-yl]carbonyl]glycine ethyl ester). Reaction SMILES: [CH3:1][CH:2]1[NH:7][CH2:6][C:5]2[S:8][C:9]([C:11]([O-:13])=O)=[N:10][C:4]=2[CH2:3]1.[Li+].FC(F)(F)C(O)=O.[CH2:22]([O:24][C:25](=[O:50])[CH2:26][NH:27][C:28]([CH:30]1[NH:35][CH2:34][CH2:33][N:32]([S:36]([C:39]2[CH:48]=[CH:47][C:46]3[C:41](=[CH:42][CH:43]=[C:44]([Cl:49])[CH:45]=3)[CH:40]=2)(=[O:38])=[O:37])[CH2:31]1)=[O:29])[CH3:23]>>[CH2:22]([O:24][C:25](=[O:50])[CH2:26][NH:27][C:28]([CH:30]1[CH2:31][N:32]([S:36]([C:39]2[CH:48]=[CH:47][C:46]3[C:41](=[CH:42][CH:43]=[C:44]([Cl:49])[CH:45]=3)[CH:40]=2)(=[O:38])=[O:37])[CH2:33][CH2:34][N:35]1[C:11]([C:9]1[S:8][C:5]2[CH2:6][NH:7][CH:2]([CH3:1])[CH2:3][C:4]=2[N:10]=1)=[O:13])=[O:29])[CH3:23] |f:0.1,2.3|. Reported procedure: Starting materials: lithium 6-methyl-4,5,6,7-tetrahydrothiazolo[5,4-c]pyridine-2-carboxylate, N-[[1-[(6-chloronaphthalen-2-yl)sulfonyl]piperazin-3-yl]carbonyl]glycine ethyl ester trifluoroacetate The reactants are BrC1=NC(=CC=C1)N1CC(C1)OC1=CC=C(C=C1)F (2-bromo-6-(3-(4-fluorophenoxy)azetidin-1-yl)pyridine), NC=1C=C(C(=O)NC)C=CC1 (3-amino-N-methylbenzamide), C([O-])([O-])=O.[K+].[K+] (potassium carbonate), CC(C)(C)O (t-BuOH). Reagents/catalysts: CC(C)C1=CC(=C(C(=C1)C(C)C)C2=C(C=CC=C2)P(C3CCCCC3)C4CCCCC4)C(C)C (X-Phos), C=1C=CC(=CC1)/C=C/C(=O)/C=C/C2=CC=CC=C2.C=1C=CC(=CC1)/C=C/C(=O)/C=C/C2=CC=CC=C2.C=1C=CC(=CC1)/C=C/C(=O)/C=C/C2=CC=CC=C2.[Pd].[Pd] (Pd2(dba)3). Run in CCOC(=O)C (EtOAc). Conditions: temperature 100 celsius. Product: FC1=CC=C(OC2CN(C2)C2=CC=CC(=N2)NC=2C=C(C(=O)NC)C=CC2)C=C1 (3-(6-(3-(4-fluorophenoxy)azetidin-1-yl)pyridin-2-ylamino)-N-methylbenzamide). The yield is 93.0%. Reaction SMILES: Br[C:2]1[CH:7]=[CH:6][CH:5]=[C:4]([N:8]2[CH2:11][CH:10]([O:12][C:13]3[CH:18]=[CH:17][C:16]([F:19])=[CH:15][CH:14]=3)[CH2:9]2)[N:3]=1.[NH2:20][C:21]1[CH:22]=[C:23]([CH:28]=[CH:29][CH:30]=1)[C:24]([NH:26][CH3:27])=[O:25].C(=O)([O-])[O-].[K+].[K+].CC(O)(C)C>CCOC(C)=O.C1C=CC(/C=C/C(/C=C/C2C=CC=CC=2)=O)=CC=1.C1C=CC(/C=C/C(/C=C/C2C=CC=CC=2)=O)=CC=1.C1C=CC(/C=C/C(/C=C/C2C=CC=CC=2)=O)=CC=1.[Pd].[Pd].CC(C1C=C(C(C)C)C(C2C=CC=CC=2P(C2CCCCC2)C2CCCCC2)=C(C(C)C)C=1)C>[F:19][C:16]1[CH:17]=[CH:18][C:13]([O:12][CH:10]2[CH2:11][N:8]([C:4]3[N:3]=[C:2]([NH:20][C:21]4[CH:22]=[C:23]([CH:28]=[CH:29][CH:30]=4)[C:24]([NH:26][CH3:27])=[O:25])[CH:7]=[CH:6][CH:5]=3)[CH2:9]2)=[CH:14][CH:15]=1 |f:2.3.4,7.8.9.10.11|. Procedure: To a disposable sealed tube was charged 2-bromo-6-(3-(4-fluorophenoxy)azetidin-1-yl)pyridine (100.0 mg, 0.309 mmol), 3-amino-N-methylbenzamide (69.7 mg, 0.464 mmol), potassium carbonate (59.9 mg, 0.433 mmol) followed by X-Phos (2.95 mg, 6.19 μmol) and Pd2(dba)3 (1.417 mg, 1.547 μmol). The tube was fitted with a septum with an argon inlet for 5-10 min, when t-BuOH (1.0 mL) was added. The reaction mixture was then heated to 100° C. for 7 h, cooled to RT, diluted with EtOAc, and filtered through Ce... Product: ClC=1C=CC2=C(C(=NCC=3N2C(=CC3C)C)C3=C(C=CC=C3)Cl)C1 (8-chloro-6-(2-chlorophenyl)-1,3-dimethyl-4H-pyrrolo[1,2-a][1,4]benzodiazepine). Solvent: C1=CC=CC=C1 (benzene). The yield is 54.3%. Reactants: CN(C=O)C (N,N-dimethylformamide), NC1=C(C(=O)C2=C(C=CC=C2)Cl)C=C(C=C1)Cl (2-Amino-2',5-dichlorobenzophenone), CC(C(CN1C(C=2C(C1=O)=CC=CC2)=O)=O)CC(C)=O (3-methyl-1-phthalimidohexane-2,5-dione), C1(=CC=C(C=C1)S(=O)(=O)O)C (p-toluenesulfonic acid). Procedure details: 2-Amino-2',5-dichlorobenzophenone (200 mg, 0.752 millimole) and 3-methyl-1-phthalimidohexane-2,5-dione (225 mg, 0.823 millimole) were dissolved in 10 ml of benzene, and 20 mg of p-toluenesulfonic acid was added. The mixture was heated under reflux for 4 hours, and 2 ml of N,N-dimethylformamide was added. The benzene was evaporated under reduced pressure, and 8 ml of ethanol and 0.3 ml of hydrazine hydrate were added. The mixture was heated under reflux for 30 minutes. The ethanol was evaporated ... As a reaction SMILES: [NH2:1][C:2]1[CH:16]=[CH:15][C:14]([Cl:17])=[CH:13][C:3]=1[C:4]([C:6]1[CH:11]=[CH:10][CH:9]=[CH:8][C:7]=1[Cl:12])=O.[CH3:18][CH:19]([CH2:34][C:35](=O)[CH3:36])[C:20](=O)[CH2:21][N:22]1C(=O)C2=CC=CC=C2C1=O.C1(C)C=CC(S(O)(=O)=O)=CC=1.CN(C)C=O>C1C=CC=CC=1>[Cl:17][C:14]1[CH:15]=[CH:16][C:2]2[N:1]3[C:35]([CH3:36])=[CH:34][C:19]([CH3:18])=[C:20]3[CH2:21][N:22]=[C:4]([C:6]3[CH:11]=[CH:10][CH:9]=[CH:8][C:7]=3[Cl:12])[C:3]=2[CH:13]=1.